Dataset: the Open Reaction Database (ORD), a public repository of structured organic reaction records. Task: describe an organic reaction: reactants, conditions, products, and yield Reactants: C1(=CC=CC=C1)C=1C=CC(=NC1)N (5-phenylpyridin-2-amine), CC1=CC=C(C=C1)S(=O)(=O)Cl (4-methylbenzenesulfonyl chloride). The solvent is N1=CC=CC=C1 (pyridine). The product is CC1=CC=C(C=C1)S(=O)(=O)NC1=NC=C(C=C1)C1=CC=CC=C1 (4-Methyl-N-[5-(phenyl)-pyridine-2-yl]benzenesulfonamide). Yield: 32.2%. Reaction SMILES: [C:1]1([C:7]2[CH:8]=[CH:9][C:10]([NH2:13])=[N:11][CH:12]=2)[CH:6]=[CH:5][CH:4]=[CH:3][CH:2]=1.[CH3:14][C:15]1[CH:20]=[CH:19][C:18]([S:21](Cl)(=[O:23])=[O:22])=[CH:17][CH:16]=1>N1C=CC=CC=1>[CH3:14][C:15]1[CH:20]=[CH:19][C:18]([S:21]([NH:13][C:10]2[CH:9]=[CH:8][C:7]([C:1]3[CH:2]=[CH:3][CH:4]=[CH:5][CH:6]=3)=[CH:12][N:11]=2)(=[O:23])=[O:22])=[CH:17][CH:16]=1. Procedure: To a solution of 5-phenylpyridin-2-amine (340 mg, 2 mmol) in dry pyridine (10 mL) was added 4-methylbenzenesulfonyl chloride (427 mg, 2.24 mmol). The solution was stirred at room temperature under Argon. The pyridine was then removed in vacuo and flashed off with toluene. The residue was partitioned between EtOAc and 1M NaOH. The organic phase was washed with 1M NaOH until no turbidity was observed on rectification of a small sample. The alkaline phase was made acidic (˜pH 3) with 1M HCl and ext... Starting materials: C[Si](C)(C)CCOCOc1c(Br)ccn2c(=O)n(COCC[Si](C)(C)C)nc12, O=C([O-])[O-], CCOC(C)=O, [Cs+], [Cs+], CI, O. Product: COc1c(Br)ccn2c(=O)n(COCC[Si](C)(C)C)nc12. RXN SMILES: [Br:1][c:2]1[c:3]([O:20][CH2:21][O:22][CH2:23][CH2:24][Si:25]([CH3:26])([CH3:27])[CH3:28])[c:4]2[n:5]([cH:6][cH:7]1)[c:8](=[O:19])[n:9]([CH2:11][O:12][CH2:13][CH2:14][Si:15]([CH3:16])([CH3:17])[CH3:18])[n:10]2.[C:29](=[O:30])([O-:31])[O-:32].[CH3:37][CH2:38][O:39][C:40]([CH3:41])=[O:42].[Cs+:33].[Cs+:34].[I:35][CH3:36].[OH2:43]>>[Br:1][c:2]1[c:3]([O:20][CH3:21])[c:4]2[n:5]([cH:6][cH:7]1)[c:8](=[O:19])[n:9]([CH2:11][O:12][CH2:13][CH2:14][Si:15]([CH3:16])([CH3:17])[CH3:18])[n:10]2. Reactants: O=O (oxygen), COC(=O)C=1OC(=C(C1)COC1=CC=C(C=C1)B1OC(C(O1)(C)C)(C)C)C (5-Methyl-4-[4-(4,4,5,5-tetramethyl-[1,3,2]dioxaborolan-2-yl)-phenoxymethyl]-furan-2-carboxylic acid methyl ester), C([O-])([O-])=O.[Cs+].[Cs+] (cesium carbonate), IC1=NC=C(C=C1)OC (2-iodo-5-methoxypyridine), Cl (hydrochloric acid). Reagents/catalysts: Cl[Pd]Cl.C1(=CC=CC=C1)P([C-]1C=CC=C1)C1=CC=CC=C1.[C-]1(C=CC=C1)P(C1=CC=CC=C1)C1=CC=CC=C1.[Fe+2] ([1,1′-Bis-(diphenylphoshino) ferrocene] dichloropalladium (II)). Solvent: O1CCOCC1 (1,4-dioxan). Run at temperature 95 celsius. Product: COC(=O)C=1OC(=C(C1)COC1=CC=C(C=C1)C1=NC=C(C=C1)OC)C (4-[4-(5-Methoxy-pyridin-2-yl)-phenoxymethyl]-5-methyl-furan-2-carboxylic acid methyl ester). Yield: 58.5%. Reaction SMILES: [CH3:1][O:2][C:3]([C:5]1[O:6][C:7]([CH3:27])=[C:8]([CH2:10][O:11][C:12]2[CH:17]=[CH:16][C:15](B3OC(C)(C)C(C)(C)O3)=[CH:14][CH:13]=2)[CH:9]=1)=[O:4].C(=O)([O-])[O-].[Cs+].[Cs+].I[C:35]1[CH:40]=[CH:39][C:38]([O:41][CH3:42])=[CH:37][N:36]=1.O=O.Cl>O1CCOCC1.Cl[Pd]Cl.C1(P(C2C=CC=CC=2)[C-]2C=CC=C2)C=CC=CC=1.[C-]1(P(C2C=CC=CC=2)C2C=CC=CC=2)C=CC=C1.[Fe+2]>[CH3:1][O:2][C:3]([C:5]1[O:6][C:7]([CH3:27])=[C:8]([CH2:10][O:11][C:12]2[CH:13]=[CH:14][C:15]([C:35]3[CH:40]=[CH:39][C:38]([O:41][CH3:42])=[CH:37][N:36]=3)=[CH:16][CH:17]=2)[CH:9]=1)=[O:4] |f:1.2.3,8.9.10.11|. Procedure details: A mixture of 5-methyl-4-[4-(4,4,5,5-tetramethyl-[1,3,2]dioxaborolan-2-yl)-phenoxymethyl]-furan-2-carboxylic acid methyl ester (51) (126 mg), 2M aqueous cesium carbonate (0.6 mL) and 2-iodo-5-methoxypyridine (95 mg) in 1,4-dioxan (10 mL) under an argon atmosphere was sonicated to expel traces of oxygen. [1,1′-Bis-(diphenylphoshino) ferrocene] dichloropalladium (II) (8 mg) was added and the mixture heated at 95° C. for 18 hours. After cooling, the mixture was acidified to pH6 with 1M aqueous hydro... Starting materials: ClC1=NC=CC(=C1)C1=NC(=CC(=C1)C1=CC(=C(C=C1)C(F)(F)F)OC)C (2′-chloro-4-(3-methoxy-4-trifluoromethylphenyl)-6-methyl-[2,4′]bipyridinyl), C(C)(C)(C)NS(=O)(=O)C=1C=C(C=CC1)B(O)O (3-(tert-butylsulfamoyl)-benzeneboronic acid). Product: C(C)(C)(C)NS(=O)(=O)C1=CC(=CC=C1)C1=NC=CC(=C1)C1=NC(=CC(=C1)C1=CC(=C(C=C1)C(F)(F)F)OC)C (N-tert-Butyl-3-[4-(3-methoxy-4-trifluoromethyl-phenyl)-6-methyl-[2,4′]bipyridinyl-2′-yl]-benzenesulfonamide), solid. Isolated yield 70.0%. RXN SMILES: Cl[C:2]1[CH:7]=[C:6]([C:8]2[CH:13]=[C:12]([C:14]3[CH:19]=[CH:18][C:17]([C:20]([F:23])([F:22])[F:21])=[C:16]([O:24][CH3:25])[CH:15]=3)[CH:11]=[C:10]([CH3:26])[N:9]=2)[CH:5]=[CH:4][N:3]=1.[C:27]([NH:31][S:32]([C:35]1[CH:36]=[C:37](B(O)O)[CH:38]=[CH:39][CH:40]=1)(=[O:34])=[O:33])([CH3:30])([CH3:29])[CH3:28]>>[C:27]([NH:31][S:32]([C:35]1[CH:36]=[CH:37][CH:38]=[C:39]([C:2]2[CH:7]=[C:6]([C:8]3[CH:13]=[C:12]([C:14]4[CH:19]=[CH:18][C:17]([C:20]([F:23])([F:22])[F:21])=[C:16]([O:24][CH3:25])[CH:15]=4)[CH:11]=[C:10]([CH3:26])[N:9]=3)[CH:5]=[CH:4][N:3]=2)[CH:40]=1)(=[O:34])=[O:33])([CH3:30])([CH3:28])[CH3:29]. Procedure: The title compound was prepared from 2′-chloro-4-(3-methoxy-4-trifluoromethylphenyl)-6-methyl-[2,4′]bipyridinyl (example E.99) (0.378 g, 1.0 mmol) and commercially available 3-(tert-butylsulfamoyl)-benzeneboronic acid (0.283 g, 1.1 mmol) according to the general procedure VI. Obtained as a white solid (0.390 g, 70%). MS (ISP) 556.5 [(M+H)+]; mp 189° C.